Dataset: the Open Reaction Database (ORD), a public repository of structured organic reaction records. Task: describe an organic reaction: reactants, conditions, products, and yield Reactants: C(C)(C)(C)OC(NC1=C(C=C(C(=C1)OCC)C(F)(F)F)N)=O ([2-amino-5-ethoxy-4-trifluoromethyl-phenyl]-carbamic acid tert-butyl ester), C(C)(C)(C)OC(CC(=O)C1=CC(=CC=C1)C1=CC(=NC(=C1)C)C)=O (3-[3-(2,6-dimethyl-pyridin-4-yl)-phenyl]-3-oxo-propionic acid tert-butyl ester). Yields the product C(C)(C)(C)OC(NC1=C(C=C(C(=C1)OCC)C(F)(F)F)NC(CC(=O)C1=CC(=CC=C1)C1=CC(=NC(=C1)C)C)=O)=O (5-Ethoxy-[2-{3-[3-(2,6-dimethyl-pyridin-4-yl)-phenyl]-3-oxo-propionylamino}-4-trifluoromethyl-phenyl]-carbamic acid tert-butyl ester), foam. The yield is 93.0%. As a reaction SMILES: [C:1]([O:5][C:6](=[O:22])[NH:7][C:8]1[CH:13]=[C:12]([O:14][CH2:15][CH3:16])[C:11]([C:17]([F:20])([F:19])[F:18])=[CH:10][C:9]=1[NH2:21])([CH3:4])([CH3:3])[CH3:2].C([O:27][C:28](=O)[CH2:29][C:30]([C:32]1[CH:37]=[CH:36][CH:35]=[C:34]([C:38]2[CH:43]=[C:42]([CH3:44])[N:41]=[C:40]([CH3:45])[CH:39]=2)[CH:33]=1)=[O:31])(C)(C)C>>[C:1]([O:5][C:6](=[O:22])[NH:7][C:8]1[CH:13]=[C:12]([O:14][CH2:15][CH3:16])[C:11]([C:17]([F:20])([F:19])[F:18])=[CH:10][C:9]=1[NH:21][C:28](=[O:27])[CH2:29][C:30]([C:32]1[CH:37]=[CH:36][CH:35]=[C:34]([C:38]2[CH:39]=[C:40]([CH3:45])[N:41]=[C:42]([CH3:44])[CH:43]=2)[CH:33]=1)=[O:31])([CH3:2])([CH3:3])[CH3:4]. Reported procedure: The title compound was prepared from [2-amino-5-ethoxy-4-trifluoromethyl-phenyl]-carbamic acid tert-butyl ester (Example J8) (320 mg, 1.0 mmol) and 3-[3-(2,6-dimethyl-pyridin-4-yl)-phenyl]-3-oxo-propionic acid tert-butyl ester (Example K15) (325 mg, 1.0 mmol) according to the general procedure M. Obtained as a light yellow foam (530 mg, 93%). Reactants: amides, C1(\C=C/C(=O)O1)=O (maleic anhydride), S(=O)(C1=CC=C(C=C1)N)(=O)O (sulfanilic acid), NC1=C(C(=CC=C1)C)S(=O)(=O)O (amino toluene sulfonic acid), C1(\C=C/C(=O)O1)=O (maleic anhydride), N[C@@H](CCC(=O)O)C(=O)O (glutamic acid), NCC(=O)O (glycine), N1[C@H](C(=O)O)CCC1 (proline), ( A ), C(\C=C/C(=O)O)(=O)O (maleic acid). Product: amides, C1(\C=C/C(=O)O1)=O (maleic anhydride), N1CCOCC1 (morpholine). As a reaction SMILES: [C:1]([OH:8])(=[O:7])/[CH:2]=[CH:3]\[C:4]([OH:6])=O.C1(=O)OC(=O)C=C1.N[C@H](C(O)=O)CCC(O)=O.NCC(O)=O.[NH:31]1[CH2:38][CH2:37]C[C@H:32]1[C:33](O)=[O:34].S(O)(=O)(C1C=CC(N)=CC=1)=O.NC1C=CC=C(C)C=1S(O)(=O)=O>>[C:4]1(=[O:6])[O:8][C:1](=[O:7])[CH:2]=[CH:3]1.[NH:31]1[CH2:32][CH2:33][O:34][CH2:37][CH2:38]1. Procedure details: Examples of monomers which can provide structure units represented by Formula (A) include half amides of maleic acid, prepared by the reaction of maleic anhydride with glutamic acid, glycine or proline, or by the reaction of maleic anhydride with sulfanilic acid, amino toluene sulfonic acid, naphthylaminemonosulfonic acid or naphthylaminedisulfonic acid, and the half amides obtained by the reaction of maleic anhydride with morpholine or amino alkanoles. Yield: 76.8%. Run in C(C)O (ethanol). Yields the product N1=CC=C(C=C1)C=1C=C(NC=2C(C(C2)=O)=O)C=CC1 (3-[3-(4-Pyridyl)Anilino]-3-Cyclobutene-1,2-Dione). Procedure: A solution of 4-(3-aminophenyl)pyridine (0.81 g) and 3-n-butoxy-3-cyclobutene-1,2-dione (0.73 g) in ethanol (20 ml) is stirred at ambient temperature for 15 hours. The resultant precipitated solid is washed with methanol and ether and recrystallized from dimethyl formamide to give 0.91 g of the title compound, mp 252-255.5° C. The reactants are NC=1C=C(C=CC1)C1=CC=NC=C1 (4-(3-aminophenyl)pyridine), C(CCC)OC=1C(C(C1)=O)=O (3-n-butoxy-3-cyclobutene-1,2-dione). RXN SMILES: [NH2:1][C:2]1[CH:3]=[C:4]([C:8]2[CH:13]=[CH:12][N:11]=[CH:10][CH:9]=2)[CH:5]=[CH:6][CH:7]=1.C([O:18][C:19]1[C:20](=[O:24])[C:21](=O)[CH:22]=1)CCC>C(O)C>[N:11]1[CH:12]=[CH:13][C:8]([C:4]2[CH:3]=[C:2]([CH:7]=[CH:6][CH:5]=2)[NH:1][C:21]2[C:20](=[O:24])[C:19](=[O:18])[CH:22]=2)=[CH:9][CH:10]=1. The reactants are C(C=C)(=O)N (acrylamide), NCCC (1-aminopropane). The solvent is CO (methanol). Run at temperature 80 celsius. Product: C(CC)N(CCC(=O)N)CCC(=O)N (3,3'-(propylimino)bispropanamide). Yield: 97590.4%. As a reaction SMILES: [C:1]([NH2:5])(=[O:4])[CH:2]=[CH2:3].[NH2:6][CH2:7][CH2:8][CH3:9]>CO>[CH2:7]([N:6]([CH2:3][CH2:2][C:1]([NH2:5])=[O:4])[CH2:3][CH2:2][C:1]([NH2:5])=[O:4])[CH2:8][CH3:9]. Procedure details: A mixture of 118.6 g (1.67 mol) of acrylamide and 49.3 g (0.83 mmol) of 1-aminopropane in 250 ml of methanol was heated at 80° C. for 1 hour. The solvent was evaporated and the solid crystallized from ethanol. There was obtained 162.3 g (0.81 mol, 97%) of 3,3'-(propylimino)bispropanamide as a white solid; mp 101°-101.5° C. Reactants: O=C([O-])[O-], CCOC(Cc1ccc(O)cc1Cl)C(=O)OC, ClCc1csc(-c2ccc(Cl)cc2)n1, [Cs+], [Cs+], [I-], [K+]. Yields the product CCOC(Cc1ccc(OCc2csc(-c3ccc(Cl)cc3)n2)cc1Cl)C(=O)OC. RXN SMILES: [C:32](=[O:33])([O-:34])[O-:35].[CH3:1][O:2][C:3]([CH:4]([CH2:5][c:6]1[c:7]([Cl:13])[cH:8][c:9]([OH:12])[cH:10][cH:11]1)[O:14][CH2:15][CH3:16])=[O:17].[Cl:18][CH2:19][c:20]1[n:21][c:22](-[c:25]2[cH:26][cH:27][c:28]([Cl:31])[cH:29][cH:30]2)[s:23][cH:24]1.[Cs+:36].[Cs+:37].[I-:39].[K+:38]>>[CH3:1][O:2][C:3]([CH:4]([CH2:5][c:6]1[c:7]([Cl:13])[cH:8][c:9]([O:12][CH2:19][c:20]2[n:21][c:22](-[c:25]3[cH:26][cH:27][c:28]([Cl:31])[cH:29][cH:30]3)[s:23][cH:24]2)[cH:10][cH:11]1)[O:14][CH2:15][CH3:16])=[O:17].